This data is from the Open Reaction Database (ORD), a public repository of structured organic reaction records. The task is: describe an organic reaction: reactants, conditions, products, and yield Solvent: C(C)O (ethanol). The reactants are C(#N)CCC=1C=C(C=O)C=CC1 (3-(2-cyanoethyl)benzaldehyde), C(C)(=O)C=1C(N(C(=CC1O)C)C)=O (3-acetyl-4-hydroxy-1,6-dimethyl-2(1H)-pyridinone). Yield: 46.7%. As a reaction SMILES: [C:1]([CH2:3][CH2:4][C:5]1[CH:6]=[C:7]([CH:10]=[CH:11][CH:12]=1)[CH:8]=O)#[N:2].[C:13]([C:16]1[C:17](=[O:25])[N:18]([CH3:24])[C:19]([CH3:23])=[CH:20][C:21]=1[OH:22])(=[O:15])[CH3:14]>C(O)C>[OH:22][C:21]1[CH:20]=[C:19]([CH3:23])[N:18]([CH3:24])[C:17](=[O:25])[C:16]=1[C:13](=[O:15])[CH:14]=[CH:8][C:7]1[CH:10]=[CH:11][CH:12]=[C:5]([CH2:4][CH2:3][C:1]#[N:2])[CH:6]=1. Yields the product OC1=C(C(N(C(=C1)C)C)=O)C(C=CC1=CC(=CC=C1)CCC#N)=O (4-hydroxy-3-[3-[3-(2-cyanoethyl)phenyl]-1-oxo-2-propenyl]-1,6-dimethyl-2(1H)-pyridinone). Procedure: According to the same manner as that of Example a-1 except that 0.74 g of 3-(2-cyanoethyl)benzaldehyde was used in place of 3-[(methoxycarbonyl)methoxy]benzaldehyde, 0.93 g of 3-acetyl-4-hydroxy-1,6-dimethyl-2(1H)-pyridinone was used in place of 3-acetyl-4-hydroxy-6-methyl-2(1H)-pyridinone, and 8 ml of ethanol was used in place of pyridine, 0.70 g of 4-hydroxy-3-[3-[3-(2-cyanoethyl)phenyl]-1-oxo-2-propenyl]-1,6-dimethyl-2(1H)-pyridinone [Compound No. (106a)] was obtained as a yellow crystal. Reactants: ClC(Cl)Cl, OCC(F)(F)C(F)(F)F, [K+], [K+], O=C([O-])[O-], Cc1ccc(S(=O)(=O)Cl)cc1, c1ccncc1. The product is Cc1ccc(S(=O)(=O)OCC(F)(F)C(F)(F)F)cc1. Reaction SMILES: [CH:33]([Cl:34])([Cl:35])[Cl:36].[F:1][C:2]([CH2:3][OH:4])([C:5]([F:6])([F:7])[F:8])[F:9].[K+:27].[K+:28].[O-:29][C:30]([O-:31])=[O:32].[S:16](=[O:17])(=[O:18])([c:19]1[cH:20][cH:21][c:22]([CH3:23])[cH:24][cH:25]1)[Cl:26].[cH:10]1[cH:11][cH:12][n:13][cH:14][cH:15]1>>[F:1][C:2]([CH2:3][O:4][S:16](=[O:17])(=[O:18])[c:19]1[cH:20][cH:21][c:22]([CH3:23])[cH:24][cH:25]1)([C:5]([F:6])([F:7])[F:8])[F:9]. The reactants are [Al+3], CC#N, [Cl-], [Cl-], [Cl-], Cc1ccc(N2CCOCC2)c(N)c1. Yields the product CC(=N)Nc1cc(C)ccc1N1CCOCC1. Reaction SMILES: [Al+3:16].[CH3:19][C:20]#[N:21].[Cl-:15].[Cl-:17].[Cl-:18].[NH2:1][c:2]1[c:3]([N:9]2[CH2:10][CH2:11][O:12][CH2:13][CH2:14]2)[cH:4][cH:5][c:6]([CH3:8])[cH:7]1>>[NH:1]([c:2]1[c:3]([N:9]2[CH2:10][CH2:11][O:12][CH2:13][CH2:14]2)[cH:4][cH:5][c:6]([CH3:8])[cH:7]1)[C:20]([CH3:19])=[NH:21]. Reactants: C(C)(=O)O (acetic acid), C(C)(=O)N1CCN(CC1)C1=CC=C(C=O)C=C1 (4-(4-acetylpiperazin-1-yl)benzaldehyde), C1(CCC1)N (cyclobutylamine), C(C)(=O)O[BH-](OC(C)=O)OC(C)=O.[Na+] (sodium triacetoxyborohydride). Run in ClC(C)Cl (dichloroethane). Run at time 16 hour. The product is C1(CCC1)NCC1=CC=C(C=C1)N1CCN(CC1)C(C)=O (1-(4-(4-((cyclobutylamino)methyl)phenyl)piperazin-1-yl)ethanone). The yield is 100.6%. Reaction SMILES: [C:1]([N:4]1[CH2:9][CH2:8][N:7]([C:10]2[CH:17]=[CH:16][C:13]([CH:14]=O)=[CH:12][CH:11]=2)[CH2:6][CH2:5]1)(=[O:3])[CH3:2].[CH:18]1([NH2:22])[CH2:21][CH2:20][CH2:19]1.C(O[BH-](OC(=O)C)OC(=O)C)(=O)C.[Na+].C(O)(=O)C>ClC(Cl)C>[CH:18]1([NH:22][CH2:14][C:13]2[CH:16]=[CH:17][C:10]([N:7]3[CH2:8][CH2:9][N:4]([C:1](=[O:3])[CH3:2])[CH2:5][CH2:6]3)=[CH:11][CH:12]=2)[CH2:21][CH2:20][CH2:19]1 |f:2.3|. Procedure details: To a solution of 4-(4-acetylpiperazin-1-yl)benzaldehyde (150 mg, 0.64 mmol) and cyclobutylamine (75 mg, 0.77 mmol) in dichloroethane (1.5 mL) was added sodium triacetoxyborohydride (216 mg, 0.96 mmol), followed by acetic acid (0.055 mL, 0.96 mmol) and the reaction was stirred at ambient temperature for 16 hours. The reaction was then quenched with 1 N aqueous NaOH, diluted with dichloromethane and the dichloromethane layer was isolated with a phase-separator cartridge and concentrated to give 1-... The reactants are CN(C)C(=[N+](C)C)ON1C2=C(C=CC=C2)N=N1.[B-](F)(F)(F)F (TBTU), C(C)(C)N(C(C)C)CC (N,N-diisopropylethyl amine), N[C@H]1[C@@H](CCCC1)O ((1R,2R)-2-amino-cyclohexanol), ClC1=C(C=C(C=C1)C(F)(F)F)C=1C=C(C=NC1OC1CCCC1)C(=O)O (5-(2-Chloro-5-trifluoromethyl-phenyl)-6-cyclopentyloxy-3-pyridinecarboxylic acid). The solvent is CN(C)C=O (DMF). Conditions: time 18 hour. Yields the product ClC1=C(C=C(C=C1)C(F)(F)F)C=1C(=NC=C(C(=O)N[C@H]2[C@@H](CCCC2)O)C1)OC1CCCC1 (5-(2-Chloro-5-trifluoromethyl-phenyl)-6-cyclopentyloxy-N-((1R,2R)-2-hydroxy-cyclohexyl)-nicotinamide). Isolated yield 75.9%. As a reaction SMILES: [Cl:1][C:2]1[CH:7]=[CH:6][C:5]([C:8]([F:11])([F:10])[F:9])=[CH:4][C:3]=1[C:12]1[CH:13]=[C:14]([C:24](O)=[O:25])[CH:15]=[N:16][C:17]=1[O:18][CH:19]1[CH2:23][CH2:22][CH2:21][CH2:20]1.CN(C(ON1N=NC2C=CC=CC1=2)=[N+](C)C)C.[B-](F)(F)(F)F.C(N(CC)C(C)C)(C)C.[NH2:58][C@@H:59]1[CH2:64][CH2:63][CH2:62][CH2:61][C@H:60]1[OH:65]>CN(C=O)C>[Cl:1][C:2]1[CH:7]=[CH:6][C:5]([C:8]([F:10])([F:9])[F:11])=[CH:4][C:3]=1[C:12]1[C:17]([O:18][CH:19]2[CH2:23][CH2:22][CH2:21][CH2:20]2)=[N:16][CH:15]=[C:14]([CH:13]=1)[C:24]([NH:58][C@@H:59]1[CH2:64][CH2:63][CH2:62][CH2:61][C@H:60]1[OH:65])=[O:25] |f:1.2|. Reported procedure: 5-(2-Chloro-5-trifluoromethyl-phenyl)-6-cyclopentyloxy-3-pyridinecarboxylic acid (0.14 g, 0.3 mmol) was dissolved in DMF (5 mL). To the solution was added TBTU (0.12 g, 0.4 mmol), N,N-diisopropylethyl amine (0.3 mL, 1.7 mmol) and (1R,2R)-2-amino-cyclohexanol (58 mg, 0.4 mmol). The reaction mixture was stirred for 18 h at room temperature. The solvent was evaporated in vacuo and the residue was purified by column chromatography on silica (n-heptane/ethyl acetate gradient) to yield 0.11 g of the t... Starting materials: O=C([O-])[O-], CCOC(=O)CNC(=O)CCl, CN(C)C=O, Cl, [I-], [K+], [K+], [Na+], O=Cc1ccc(O)cc1. The product is CCOC(=O)CNC(=O)COc1ccc(C=O)cc1. Reaction SMILES: [C:10](=[O:11])([O-:12])[O-:13].[CH2:18]([CH3:19])[O:20][C:21](=[O:22])[CH2:23][NH:24][C:25]([CH2:26][Cl:27])=[O:28].[CH3:30][N:31]([CH3:32])[CH:33]=[O:34].[ClH:29].[I-:17].[K+:14].[K+:15].[Na+:16].[OH:1][c:2]1[cH:3][cH:4][c:5]([CH:6]=[O:7])[cH:8][cH:9]1>>[O:1]([c:2]1[cH:3][cH:4][c:5]([CH:6]=[O:7])[cH:8][cH:9]1)[CH2:26][C:25]([NH:24][CH2:23][C:21]([O:20][CH2:18][CH3:19])=[O:22])=[O:28]. Starting materials: CCO, I, O, COc1cc2c(cc1OC)C(N(CC(=O)O)C(=O)C(CS)CS)CC2. The product is COc1cc2c(cc1OC)C(N(CC(=O)O)C(=O)C1CSSC1)CC2. RXN SMILES: [CH3:28][CH2:29][OH:30].[I:26].[OH2:27].[SH:1][CH2:2][CH:3]([C:4](=[O:5])[N:6]([CH2:7][C:8](=[O:9])[OH:10])[CH:11]1[CH2:12][CH2:13][c:14]2[cH:15][c:16]([O:22][CH3:23])[c:17]([O:20][CH3:21])[cH:18][c:19]21)[CH2:24][SH:25]>>[S:1]1[CH2:2][CH:3]([C:4](=[O:5])[N:6]([CH2:7][C:8](=[O:9])[OH:10])[CH:11]2[CH2:12][CH2:13][c:14]3[cH:15][c:16]([O:22][CH3:23])[c:17]([O:20][CH3:21])[cH:18][c:19]32)[CH2:24][S:25]1.